Dataset: the Open Reaction Database (ORD), a public repository of structured organic reaction records. Task: describe an organic reaction: reactants, conditions, products, and yield The reactants are FC1=CC=C(C=C1)C(O)(C1CCN(CC1)S(=O)(=O)C1=CC=CC=C1)C1=CC=C(C=C1)F (α,α-bis(4-fluorophenyl)-1-(phenylsulfonyl)-4-piperidinemethanol), C1(=CC=CC=C1)O (phenol), Br (hydrobromic acid). Run at time 9 hour. Product: Br.FC1=CC=C(C=C1)C(=C1CCNCC1)C1=CC=C(C=C1)F (4-[Bis(4-fluorophenyl)methylene]piperidine hydrobromide). Reaction SMILES: [F:1][C:2]1[CH:7]=[CH:6][C:5]([C:8]([C:25]2[CH:30]=[CH:29][C:28]([F:31])=[CH:27][CH:26]=2)([CH:10]2[CH2:15][CH2:14][N:13](S(C3C=CC=CC=3)(=O)=O)[CH2:12][CH2:11]2)O)=[CH:4][CH:3]=1.C1(O)C=CC=CC=1.[BrH:39]>>[BrH:39].[F:31][C:28]1[CH:29]=[CH:30][C:25]([C:8]([C:5]2[CH:4]=[CH:3][C:2]([F:1])=[CH:7][CH:6]=2)=[C:10]2[CH2:15][CH2:14][NH:13][CH2:12][CH2:11]2)=[CH:26][CH:27]=1 |f:3.4|. Procedure details: A mixture of 164 g (0.342 mole) of α,α-bis(4-fluorophenyl)-1-(phenylsulfonyl)-4-piperidinemethanol and 80 g (0.85 mole) of phenol in 700 ml of 48% hydrobromic acid was heated at reflux for 7 hr and then was stirred at room temperature for 9 hr. The hydrobromic acid solution was decanted from a gum in the bottom of the reaction flask. The gum was triturated with ~1 liter of ether, and a tan solid formed. The solid was washed with several portions of ether and was dried under high vacuum to give 9... Starting materials: C(C)(C)(C)OC(=O)NCC(=O)O ([(tert-butoxycarbonyl)amino]acetic acid), C(CCl)Cl (EDC), C=1C=CC2=C(C1)N=NN2O (HOBt), FC1=C(C(=CC=C1F)N)N (3,4-difluoro-benzene-1,2-diamine), C(C)(C)N(C(C)C)CC (N,N-diisopropylethylamine). Run in CN(C)C=O (DMF). Conditions: time 6 hour. The product is NC1=C(C=CC(=C1F)F)NC(CNC(OC(C)(C)C)=O)=O (tert-butyl {2-[(2-amino-3,4-difluorophenyl)amino]-2-oxoethyl}carbamate), product. Reaction SMILES: [C:1]([O:5][C:6]([NH:8][CH2:9][C:10]([OH:12])=O)=[O:7])([CH3:4])([CH3:3])[CH3:2].C(Cl)CCl.C1C=CC2N(O)N=NC=2C=1.[F:27][C:28]1[C:33]([F:34])=[CH:32][CH:31]=[C:30]([NH2:35])[C:29]=1[NH2:36].C(N(CC)C(C)C)(C)C>CN(C=O)C>[NH2:36][C:29]1[C:28]([F:27])=[C:33]([F:34])[CH:32]=[CH:31][C:30]=1[NH:35][C:10](=[O:12])[CH2:9][NH:8][C:6](=[O:7])[O:5][C:1]([CH3:2])([CH3:3])[CH3:4]. Reported procedure: To a 130 mL DMF solution of [(tert-butoxycarbonyl)amino]acetic acid (14.1 g, 80.4 mmol) were added EDC (18.8 g, 96.2 mmol), HOBt (13.1 g, 96.2 mmol), 3,4-difluoro-benzene-1,2-diamine (11.2 g, 77.7 mmol) and N,N-diisopropylethylamine (27.1 mL, 156 mmol). The reaction mixture was stirred at room temperature for 6 hr. The resulting suspension was filtered and the filtrate was diluted with EtOAc, washed with sat. ammonium chloride aq., sat. sodium bicarbonate aq. and brine, dried over anhydrous Na2S... As a reaction SMILES: [F:1][C:2]1[CH:11]=[C:10]([F:12])[CH:9]=[C:8]2[C:3]=1[C:4]([NH:20][C:21]1[CH:22]=[N:23][CH:24]=[C:25]([N:27]3[CH2:32][CH2:31][O:30][CH2:29][CH2:28]3)[CH:26]=1)=[C:5]([CH3:19])[C:6]([N:13]1[CH2:18][CH2:17][NH:16][CH2:15][CH2:14]1)=[N:7]2.Cl[C:34]([O:36][CH:37]([CH3:39])[CH3:38])=[O:35]>>[F:1][C:2]1[CH:11]=[C:10]([F:12])[CH:9]=[C:8]2[C:3]=1[C:4]([NH:20][C:21]1[CH:22]=[N:23][CH:24]=[C:25]([N:27]3[CH2:32][CH2:31][O:30][CH2:29][CH2:28]3)[CH:26]=1)=[C:5]([CH3:19])[C:6]([N:13]1[CH2:14][CH2:15][N:16]([C:34]([O:36][CH:37]([CH3:39])[CH3:38])=[O:35])[CH2:17][CH2:18]1)=[N:7]2. Reactants: FC1=C2C(=C(C(=NC2=CC(=C1)F)N1CCNCC1)C)NC=1C=NC=C(C1)N1CCOCC1 (5,7-difluoro-3-methyl-N-(5-morpholinopyridin-3-yl)-2-(piperazin-1-yl)quinolin-4-amine), ClC(=O)OC(C)C (isopropyl chloroformate). Yields the product FC1=C2C(=C(C(=NC2=CC(=C1)F)N1CCN(CC1)C(=O)OC(C)C)C)NC=1C=NC=C(C1)N1CCOCC1 (isopropyl 4-(5,7-difluoro-3-methyl-4-(5-morpholinopyridin-3-ylamino)quinolin-2-yl)piperazine-1-carboxylate). Reported procedure: Prepared according to Procedure N using 5,7-difluoro-3-methyl-N-(5-morpholinopyridin-3-yl)-2-(piperazin-1-yl)quinolin-4-amine (50 mg, 0.11 mmol) and isopropyl chloroformate to give isopropyl 4-(5,7-difluoro-3-methyl-4-(5-morpholinopyridin-3-ylamino)quinolin-2-yl)piperazine-1-carboxylate. 1H NMR (DMSO-d6) δ ppm 1.14-1.22 (m, 6H), 2.09 (br s, 3H), 3.05 (t, J=4.4 Hz, 4H), 3.27-3.31 (m, 4H), 3.54 (br s, 4H), 3.69 (t, J=4.4 Hz, 4H), 4.81 (m, 1H) 6.49 (br s, 1H), 7.13-7.18 (m, 1H), 7.29 (d, J=5.2 Hz, ... The reactants are S(=O)(=O)(C1=CC=C(C)C=C1)OCCO[C@@H]1C[C@H]2CC[C@H]3[C@]4(CC[C@@H]([C@@]4(C)CC[C@@H]3[C@]2(CC1)C)C1=COC=C1)O (3β-(2-tosyloxyethoxy)-17β-(3-furyl)-5β-androstan-14β-ol), NCCN1CCCC1 (1-(2-aminoethyl)pyrrolidine), O (water). Solvent: C(C)O (ethanol). Yields the product N1(CCCC1)CCNCCO[C@@H]1C[C@H]2CC[C@H]3[C@]4(CC[C@@H]([C@@]4(C)CC[C@@H]3[C@]2(CC1)C)C1=COC=C1)O (3β-(2-(2-(1-Pyrrolidinyl)ethylamino)ethoxy)-17β-(3-furyl)-5β-androstan-14β-ol). As a reaction SMILES: S(O[CH2:12][CH2:13][O:14][C@H:15]1[CH2:32][CH2:31][C@@:30]2([CH3:33])[C@H:17]([CH2:18][CH2:19][C@@H:20]3[C@@H:29]2[CH2:28][CH2:27][C@@:25]2([CH3:26])[C@:21]3([OH:39])[CH2:22][CH2:23][C@@H:24]2[C:34]2[CH:38]=[CH:37][O:36][CH:35]=2)[CH2:16]1)(C1C=CC(C)=CC=1)(=O)=O.[NH2:40][CH2:41][CH2:42][N:43]1[CH2:47][CH2:46][CH2:45][CH2:44]1.O>C(O)C>[N:43]1([CH2:42][CH2:41][NH:40][CH2:12][CH2:13][O:14][C@H:15]2[CH2:32][CH2:31][C@@:30]3([CH3:33])[C@H:17]([CH2:18][CH2:19][C@@H:20]4[C@@H:29]3[CH2:28][CH2:27][C@@:25]3([CH3:26])[C@:21]4([OH:39])[CH2:22][CH2:23][C@@H:24]3[C:34]3[CH:38]=[CH:37][O:36][CH:35]=3)[CH2:16]2)[CH2:47][CH2:46][CH2:45][CH2:44]1. Reported procedure: To a solution of 0.20 g of 3β-(2-tosyloxyethoxy)-17β-(3-furyl)-5β-androstan-14β-ol in 2 ml of absolute ethanol 0.15 g of 1-(2-aminoethyl)pyrrolidine were added. The solution was kept at reflux under nitrogen for 3 hrs, then 10 ml of water were added. The residue was extracted with methylene chloride, the organic layer was washed with water to neutral pH, dried over anhydrous sodium sulfate and evaporated to dryness under reduced pressure. The crude residue was purified by flash-chromatography (S... Reaction SMILES: [CH3:1][O:2][C:3]1[CH:10]=[CH:9][C:6]([C:7]#[N:8])=[CH:5][CH:4]=1.Cl.[NH2:12][OH:13].C(=O)([O-])[O-].[K+].[K+]>C(O)C>[CH3:1][O:2][C:3]1[CH:10]=[CH:9][C:6]([C:7](=[N:12][OH:13])[NH2:8])=[CH:5][CH:4]=1 |f:1.2,3.4.5|. Starting materials: COC1=CC=C(C#N)C=C1 (4-methoxybenzonitrile), Cl.NO (hydroxylamine hydrochloride), C([O-])([O-])=O.[K+].[K+] (potassium carbonate). Procedure: 13.32 g (0.1 mol) 4-methoxybenzonitrile, 20.85 g (0.3 mol) of hydroxylamine hydrochloride and 41.40 g (0.3 mol) potassium carbonate was added to 400 mL absolute ethanol and refluxed 21 hours. The product was filtered and recrystallized from methanol to give 3.12 g (0.02 mol) of 4-methoxybenzamide oxime. The solvent is C(C)O (ethanol). Product: COC1=CC=C(C(N)=NO)C=C1 (4-methoxybenzamide oxime). Isolated yield 20.0%.